describe an organic reaction: reactants, conditions, products, and yield From a dataset of the Open Reaction Database (ORD), a public repository of structured organic reaction records. The reactants are S(=O)(Cl)Cl (thionyl chloride), C1(CCCCC1)C(O)C1=C(SC(=C1)C1CCOCC1)CC (cyclohexyl[2-ethyl-5-(tetrahydro-2H-pyran-4-yl)thiophen-3-yl]methanol), C(O)([O-])=O.[Na+] (sodium hydrogen carbonate). The solvent is C1(=CC=CC=C1)C (toluene). Conditions: time 2 hour. Yields the product ClC(C=1C=C(SC1CC)C1CCOCC1)C1CCCCC1 (4-{4-[chloro(cyclohexyl)methyl]-5-ethylthiophen-2-yl}tetrahydro-2H-pyran). Isolated yield 93.0%. RXN SMILES: [CH:1]1([CH:7]([C:9]2[CH:13]=[C:12]([CH:14]3[CH2:19][CH2:18][O:17][CH2:16][CH2:15]3)[S:11][C:10]=2[CH2:20][CH3:21])O)[CH2:6][CH2:5][CH2:4][CH2:3][CH2:2]1.S(Cl)([Cl:24])=O.C(=O)([O-])O.[Na+]>C1(C)C=CC=CC=1>[Cl:24][CH:7]([CH:1]1[CH2:6][CH2:5][CH2:4][CH2:3][CH2:2]1)[C:9]1[CH:13]=[C:12]([CH:14]2[CH2:19][CH2:18][O:17][CH2:16][CH2:15]2)[S:11][C:10]=1[CH2:20][CH3:21] |f:2.3|. Procedure: To a solution of cyclohexyl[2-ethyl-5-(tetrahydro-2H-pyran-4-yl)thiophen-3-yl]methanol (737 mg) synthesized above in toluene (10 mL) was added thionyl chloride (209 μL), and the mixture was stirred at room temperature for 2 hr. The reaction mixture was poured into ice-cooled saturated aqueous sodium hydrogen carbonate solution, and the mixture was extracted with ethyl acetate. The extract was washed with saturated brine, dried over magnesium sulfate and concentrated under reduced pressure to giv... The reactants are N1=CC(=CC=C1)C1=C(C=CC=C1)CO ((2-pyridin-3-yl-phenyl)-methanol), S(=O)(Cl)Cl (thionyl chloride), [N-]=[N+]=[N-].[Na+] (sodium azide). Yields the product N(=[N+]=[N-])CC1=C(C=CC=C1)C=1C=NC=CC1 (3-[2-(azidomethyl)phenyl]pyridine). As a reaction SMILES: [N:1]1[CH:6]=[CH:5][CH:4]=[C:3]([C:7]2[CH:12]=[CH:11][CH:10]=[CH:9][C:8]=2[CH2:13]O)[CH:2]=1.S(Cl)(Cl)=O.[N-:19]=[N+:20]=[N-:21].[Na+]>>[N:19]([CH2:13][C:8]1[CH:9]=[CH:10][CH:11]=[CH:12][C:7]=1[C:3]1[CH:2]=[N:1][CH:6]=[CH:5][CH:4]=1)=[N+:20]=[N-:21] |f:2.3|. Procedure: The product of Example 119A, thionyl chloride and sodium azide were processed according to the method of Example 115A to provide the product. MS (ESI+) m/z 211 (M+H)+. The reactants are OC=1C=C2C=CC(NC2=CC1)=O (6-hydroxycarbostyril), C(=O)([O-])[O-].[K+].[K+] (K2CO3), [I-].[Na+] (sodium iodide), CN(C(CCCCl)=O)C1CCCCC1 (N-methyl-N-(4-chlorobutyryl)cyclohexylamine), [Na+].[Cl-] (NaCl). Product: CN(C(=O)CCCOC=1C=C2C=CC(NC2=CC1)=O)C1CCCCC1 (6-[3-(N-methyl-N-cyclohexylaminocarbonyl)propoxy]carbostyril). Solvent: CN(C)C=O (DMF). Procedure details: 1.6 Grams of 6-hydroxycarbostyril, 1.4 g of K2CO3, 1.6 g of sodium iodide and 2.5 g of N-methyl-N-(4-chlorobutyryl)cyclohexylamine are added to 30 ml of DMF and the mixture is agitated at 70° to 80° C. for 4 hours. After the reaction, the reaction solution is poured into 200 ml of saturated NaCl solution and the precipitated crystals are filtered out and washed with water. The resultant crude crystals are recrystallized from chloroformethanol to obtain 1.5 g of 6-[3-(N-methyl-N-cyclohexylaminoca... Reaction conditions: time 4 hour. As a reaction SMILES: [OH:1][C:2]1[CH:3]=[C:4]2[C:9](=[CH:10][CH:11]=1)[NH:8][C:7](=[O:12])[CH:6]=[CH:5]2.C([O-])([O-])=O.[K+].[K+].[I-].[Na+].[CH3:21][N:22]([CH:29]1[CH2:34][CH2:33][CH2:32][CH2:31][CH2:30]1)[C:23](=[O:28])[CH2:24][CH2:25][CH2:26]Cl.[Na+].[Cl-]>CN(C=O)C>[CH3:21][N:22]([CH:29]1[CH2:34][CH2:33][CH2:32][CH2:31][CH2:30]1)[C:23]([CH2:24][CH2:25][CH2:26][O:1][C:2]1[CH:3]=[C:4]2[C:9](=[CH:10][CH:11]=1)[NH:8][C:7](=[O:12])[CH:6]=[CH:5]2)=[O:28] |f:1.2.3,4.5,7.8|. Starting materials: C(C)(C)N1[C@@H]2CN([C@H](C1)C2)C2=CC=C(C=C2)N (4-((1S,4S)-5-Isopropyl-2,5-diaza-bicyclo[2.2.1]hept-2-yl)-phenylamine), ClC1=NC=C(C=C1)[N+](=O)[O-] (2-chloro-5-nitropyridine). Yields the product C(C)(C)N1[C@@H]2CN([C@H](C1)C2)C2=CC=C(C=N2)N (6-((1S,4S)-5-isopropyl-2,5-diazabicyclo[2.2.1]heptan-2-yl)pyridin-3-amine). Reaction SMILES: [CH:1]([N:4]1[CH2:9][C@@H:8]2[CH2:10][C@H:5]1[CH2:6][N:7]2[C:11]1[CH:16]=[CH:15][C:14]([NH2:17])=[CH:13]C=1)([CH3:3])[CH3:2].ClC1C=CC([N+]([O-])=O)=C[N:20]=1>>[CH:1]([N:4]1[CH2:9][C@@H:8]2[CH2:10][C@H:5]1[CH2:6][N:7]2[C:11]1[N:20]=[CH:13][C:14]([NH2:17])=[CH:15][CH:16]=1)([CH3:2])[CH3:3]. Reported procedure: This compound is prepared according to the same procedure as described for Intermediate 7 using 2-chloro-5-nitropyridine. Starting materials: BrCc1cccnc1, Br, COC(=O)c1c[nH]c(=O)c(F)c1Nc1ccc(Br)cc1F, [LiH], CN(C)C=O. Product: COC(=O)c1cn(Cc2cccnc2)c(=O)c(F)c1Nc1ccc(Br)cc1F. As a reaction SMILES: [Br:24][CH2:25][c:26]1[cH:27][n:28][cH:29][cH:30][cH:31]1.[BrH:23].[CH3:2][O:3][C:4](=[O:5])[c:6]1[cH:7][nH:8][c:9](=[O:22])[c:10]([F:21])[c:11]1[NH:12][c:13]1[c:14]([F:20])[cH:15][c:16]([Br:19])[cH:17][cH:18]1.[LiH:1].[O:32]=[CH:33][N:34]([CH3:35])[CH3:36]>>[CH3:2][O:3][C:4](=[O:5])[c:6]1[cH:7][n:8]([CH2:25][c:26]2[cH:27][n:28][cH:29][cH:30][cH:31]2)[c:9](=[O:22])[c:10]([F:21])[c:11]1[NH:12][c:13]1[c:14]([F:20])[cH:15][c:16]([Br:19])[cH:17][cH:18]1. The reactants are CC1C(OC2=C1C=CC(=C2)N2CCOCC2)=O (3-methyl-6-morpholinobenzofuran-2(3H)-one), BrBr (bromine), C(Cl)Cl (Methylene chloride). Solvent: C(Cl)(Cl)Cl (chloroform), C(Cl)(Cl)Cl (chloroform). Conditions: time 30 minute. The product is BrC=1C(=CC2=C(C(C(O2)=O)C)C1)N1CCOCC1 (5-bromo-3-methyl-6-morpholinobenzofuran-2(3H)-one). RXN SMILES: [Br:1]Br.[CH3:3][CH:4]1[C:8]2[CH:9]=[CH:10][C:11]([N:13]3[CH2:18][CH2:17][O:16][CH2:15][CH2:14]3)=[CH:12][C:7]=2[O:6][C:5]1=[O:19].C(Cl)Cl>C(Cl)(Cl)Cl>[Br:1][C:10]1[C:11]([N:13]2[CH2:18][CH2:17][O:16][CH2:15][CH2:14]2)=[CH:12][C:7]2[O:6][C:5](=[O:19])[CH:4]([CH3:3])[C:8]=2[CH:9]=1. Procedure details: A solution of 11 g (0.069 mole) of bromine in 50 ml of chloroform is added dropwise in the course of one hour, at from 0° to 5° C. while stirring, to a mixture of 15 g (0.064 mole) of 3-methyl-6-morpholinobenzofuran-2(3H)-one in 120 ml of chloroform. Subsequently the mixture is stirred at room temperature for 30 minutes. Methylene chloride is added to the reaction mixture, which is washed in succession with 10% strength sodium thiosulphate solution, dilute sodium bicarbonate solution and water. ... The reactants are [BH4-], O=Cc1c(N(Cc2ccccc2)Cc2ccccc2)cccc1[N+](=O)[O-], CCO, [Na+], C1CCOC1. The product is O=[N+]([O-])c1cccc(N(Cc2ccccc2)Cc2ccccc2)c1CO. Reaction SMILES: [BH4-:27].[CH2:1]([c:2]1[cH:3][cH:4][cH:5][cH:6][cH:7]1)[N:8]([c:9]1[c:10]([CH:18]=[O:19])[c:11]([N+:15](=[O:16])[O-:17])[cH:12][cH:13][cH:14]1)[CH2:20][c:21]1[cH:22][cH:23][cH:24][cH:25][cH:26]1.[CH3:29][CH2:30][OH:31].[Na+:28].[O:32]1[CH2:33][CH2:34][CH2:35][CH2:36]1>>[CH2:1]([c:2]1[cH:3][cH:4][cH:5][cH:6][cH:7]1)[N:8]([c:9]1[c:10]([CH2:18][OH:19])[c:11]([N+:15](=[O:16])[O-:17])[cH:12][cH:13][cH:14]1)[CH2:20][c:21]1[cH:22][cH:23][cH:24][cH:25][cH:26]1. Yield: 84.0%. Reported procedure: Add a solution of isobutynyl chloride (0.09 g, 1.08 mmol) dissolved in tetrahydrofuran to a solution of 5-(3-amino-4-fluorophenylethynyl) -nicotinonitrile, (prepared as described in EXAMPLE 160), (0.2 g, 0.8 mmol) in anhydrous tetrahydrofuran and stir overnight at room temperature. Pour into ethyl acetate, wash with water and an aqueous saturated solution of sodium chloride, dry (potassium carbonate), filter and concentrate. Purify the residue by silica gel chromatography, eluting with 100:0 to ... Reaction SMILES: [NH2:1][C:2]1[CH:3]=[C:4]([C:9]#[C:10][C:11]2[CH:12]=[N:13][CH:14]=[C:15]([CH:18]=2)[C:16]#[N:17])[CH:5]=[CH:6][C:7]=1[F:8].[C:19](OCC)(=O)C.[O:25]1[CH2:29][CH2:28][CH2:27]C1>>[C:16]([C:15]1[CH:18]=[C:11]([C:10]#[C:9][C:4]2[CH:5]=[CH:6][C:7]([F:8])=[C:2]([NH:1][C:29](=[O:25])[CH:28]([CH3:19])[CH3:27])[CH:3]=2)[CH:12]=[N:13][CH:14]=1)#[N:17]. Yields the product C(#N)C=1C=C(C=NC1)C#CC=1C=CC(=C(C1)NC(C(C)C)=O)F (N-[5-(5-Cyanopyridin-3-ylethynyl)-2-fluorophenyl]-isobutyramide). Reactants: isobutynyl chloride, NC=1C=C(C=CC1F)C#CC=1C=NC=C(C#N)C1 (5-(3-amino-4-fluorophenylethynyl) -nicotinonitrile), O1CCCC1 (tetrahydrofuran), O1CCCC1 (tetrahydrofuran), C(C)(=O)OCC (ethyl acetate). Run at time 8 hour. The reactants are CI (MeI), O (water), ClCC1=NN=NN1 (5-chloromethyl-1H-tetrazole), C(=O)([O-])[O-].[K+].[K+] (K2CO3). Solvent: CN(C)C=O (DMF). The product is ClCC1=NN=NN1C (5-chloromethyl-1-methyl-1H-tetrazole), ClCC=1N=NN(N1)C (5-chloromethyl-2-methyl-2H-tetrazole). The yield is 55.0%. As a reaction SMILES: [Cl:1][CH2:2][C:3]1[NH:7][N:6]=[N:5][N:4]=1.[C:8]([O-])([O-])=O.[K+].[K+].[CH3:14]I.O>CN(C=O)C>[Cl:1][CH2:2][C:3]1[N:7]([CH3:8])[N:6]=[N:5][N:4]=1.[Cl:1][CH2:2][C:3]1[N:4]=[N:5][N:6]([CH3:14])[N:7]=1 |f:1.2.3|. Procedure details: 5-chloromethyl-1H-tetrazole (300 mg, 2.53 mmol) prepared the above a was dissolved in DMF (10 ml), therein K2CO3 (455 mg, 3.29 mmol) was added. Thereafter, therein MeI (0.16 ml, 2.53 mmol) was slowly added dropwise for 4 hours at room temperature, the reaction mixture was stirred at room temperature. After the said reaction was completed, water (30 ml) was added to the reaction mixture. The reaction mixture was extracted with ether (50 μl), thereafter the organic layer was washed with saturated ... RXN SMILES: [CH2:1]([CH2:2][CH3:3])[c:4]1[cH:5][cH:6][c:7](-[c:10]2[se:11][cH:12][cH:13][cH:14]2)[cH:8][cH:9]1.[CH3:15][CH2:16][CH2:17][CH2:18][Li:19].[CH3:20][I:21].[CH3:25][CH2:26][O:27][CH2:28][CH3:29].[Cl-:22].[NH3:24].[NH4+:23]>>[CH2:1]([CH2:2][CH3:3])[c:4]1[cH:5][cH:6][c:7](-[c:10]2[se:11][c:12]([CH3:15])[cH:13][cH:14]2)[cH:8][cH:9]1. Yields the product CCCc1ccc(-c2ccc(C)[se]2)cc1. The reactants are CCCc1ccc(-c2ccc[se]2)cc1, [Li]CCCC, CI, CCOCC, [Cl-], N, [NH4+].